From a dataset of the Open Reaction Database (ORD), a public repository of structured organic reaction records. describe an organic reaction: reactants, conditions, products, and yield Reactants: C(CC)(=O)C=1C(CC(CC1O)C1=CC(=CC=C1)OC1=NC=C(C=C1)S(=O)(=O)C)=O (2-propionyl-3-hydroxy-5-(3-(5-(methylsulfonyl)-2-pyridyloxy)phenyl)cyclohex-2-en-1-one), O (water), Cl.C(C)ON (ethoxyamine hydrochloride), C(C)(=O)[O-].[Na+] (sodium acetate). Solvent: C(Cl)Cl (CH2Cl2), C(C)O (ethanol), C(C)OCC (diethyl ether). Conditions: time 20 hour. Yields the product C(C)ON=C(CC)C=1C(CC(CC1O)C1=CC(=CC=C1)OC1=NC=C(C=C1)S(=O)(=O)C)=O (2-(1-(Ethoxyimino)propyl)-3-hydroxy-5-(3-(5-(methylsulfonyl)-2-pyridyloxy)phenyl)cyclohex-2-en-1-one). Reaction SMILES: [C:1]([C:5]1[C:6](=[O:29])[CH2:7][CH:8]([C:12]2[CH:17]=[CH:16][CH:15]=[C:14]([O:18][C:19]3[CH:24]=[CH:23][C:22]([S:25]([CH3:28])(=[O:27])=[O:26])=[CH:21][N:20]=3)[CH:13]=2)[CH2:9][C:10]=1[OH:11])(=O)[CH2:2][CH3:3].Cl.[CH2:31]([O:33][NH2:34])[CH3:32].C([O-])(=O)C.[Na+].O>C(Cl)Cl.C(O)C.C(OCC)C>[CH2:31]([O:33][N:34]=[C:1]([C:5]1[C:6](=[O:29])[CH2:7][CH:8]([C:12]2[CH:17]=[CH:16][CH:15]=[C:14]([O:18][C:19]3[CH:24]=[CH:23][C:22]([S:25]([CH3:28])(=[O:27])=[O:26])=[CH:21][N:20]=3)[CH:13]=2)[CH2:9][C:10]=1[OH:11])[CH2:2][CH3:3])[CH3:32] |f:1.2,3.4|. Procedure: A partially dissolved mixture of 64.5 g (0.155 mol) of 2-propionyl-3-hydroxy-5-(3-(5-(methylsulfonyl)-2-pyridyloxy)phenyl)cyclohex-2-en-1-one in 200 mL of CH2Cl2 and 700 mL of absolute ethanol was treated with 17.7 g (0.186 mol) of ethoxyamine hydrochloride and 15.3 g (0.186 mol) of sodium acetate. The resulting slurry was stirred for 20 hours at room temperature. The slurry was poured into 3 liters (L) of water and the CH2Cl2 layer was thoroughly removed. The CH2Cl2 layer was dried over MgSO4, ... Starting materials: C[S-], CC#N, Clc1ncnc2ccoc12, [Na+], [Na+], [Na+], O=C([O-])[O-]. Product: CSc1ncnc2ccoc12. As a reaction SMILES: [CH3:1][S-:2].[CH3:20][C:21]#[N:22].[Cl:4][c:5]1[c:6]2[c:7]([n:8][cH:9][n:10]1)[cH:11][cH:12][o:13]2.[Na+:14].[Na+:15].[Na+:3].[O-:16][C:17](=[O:18])[O-:19]>>[CH3:1][S:2][c:5]1[c:6]2[c:7]([n:8][cH:9][n:10]1)[cH:11][cH:12][o:13]2. The reactants are C(C1=CC=CC=C1)OC[C@H]1N(C[C@@H](C1)SC(C1=CC=CC=C1)(C1=CC=CC=C1)C1=CC=CC=C1)S(=O)(=O)C1=CC2=C(NC(OC2=O)=O)C=C1 ((2S,4R)-6-(2-benzyloxymethyl-4-tritylsulfanyl-pyrrolidine-1-sulfonyl)-1H-benzo[d][1,3]oxazine-2,4-dione), CO (MeOH), C1CCC2=NCCCN2CC1 (DBU). Run in C(Cl)Cl (CH2Cl2). Reaction conditions: time 6 hour. Yields the product COC(C1=C(C=CC(=C1)S(=O)(=O)N1[C@@H](C[C@H](C1)SC(C1=CC=CC=C1)(C1=CC=CC=C1)C1=CC=CC=C1)COCC1=CC=CC=C1)N)=O ((2S,4R)-2-amino-5-[2-benzyloxymethyl-4-tritylsulfanyl-pyrrolidine-1-sulfonyl]-benzoic acid methyl ester). Reaction SMILES: [CH2:1]([O:8][CH2:9][C@@H:10]1[CH2:14][C@@H:13]([S:15][C:16]([C:29]2[CH:34]=[CH:33][CH:32]=[CH:31][CH:30]=2)([C:23]2[CH:28]=[CH:27][CH:26]=[CH:25][CH:24]=2)[C:17]2[CH:22]=[CH:21][CH:20]=[CH:19][CH:18]=2)[CH2:12][N:11]1[S:35]([C:38]1[CH:49]=[CH:48][C:41]2[NH:42][C:43](=O)[O:44][C:45](=[O:46])[C:40]=2[CH:39]=1)(=[O:37])=[O:36])[C:2]1[CH:7]=[CH:6][CH:5]=[CH:4][CH:3]=1.CO.C1CCN2C(=NCCC2)CC1>C(Cl)Cl>[CH3:43][O:44][C:45](=[O:46])[C:40]1[CH:39]=[C:38]([S:35]([N:11]2[CH2:12][C@H:13]([S:15][C:16]([C:29]3[CH:30]=[CH:31][CH:32]=[CH:33][CH:34]=3)([C:17]3[CH:22]=[CH:21][CH:20]=[CH:19][CH:18]=3)[C:23]3[CH:28]=[CH:27][CH:26]=[CH:25][CH:24]=3)[CH2:14][C@H:10]2[CH2:9][O:8][CH2:1][C:2]2[CH:3]=[CH:4][CH:5]=[CH:6][CH:7]=2)(=[O:37])=[O:36])[CH:49]=[CH:48][C:41]=1[NH2:42]. Procedure: A solution of 0.72 g (1.05 mmol) (2S,4R)-6-(2-benzyloxymethyl-4-tritylsulfanyl-pyrrolidine-1-sulfonyl)-1H-benzo[d][1,3]oxazine-2,4-dione in 40 ml CH2Cl2 was treated at room temperature with 0.42 ml (10.5 mmol) MeOH and 0.31 ml (2.09 mmol) DBU and stirred for 6 h. Flash chromatography on silica gel (Hexane/EtOAc 9:1) gave (2S,4R)-2-amino-5-[2-benzyloxymethyl-4-tritylsulfanyl-pyrrolidine-1-sulfonyl]-benzoic acid methyl ester which was deprotected (following Method 3) to give (2S,4R)-2-amino-5-[2-b... Reactants: N[C@](C(=O)O)(CO)C ((S)-2-amino-3-hydroxy-2-methylpropanoic acid), C(C1=CC=CC=C1)=O (benzaldehyde). Product: C(C1=CC=CC=C1)N[C@](C(=O)O)(CO)C ((S)-2-(benzylamino)-3-hydroxy-2-methylpropanoic acid). Isolated yield 50.2%. RXN SMILES: [NH2:1][C@@:2]([CH3:8])([CH2:6][OH:7])[C:3]([OH:5])=[O:4].[CH:9](=O)[C:10]1[CH:15]=[CH:14][CH:13]=[CH:12][CH:11]=1>>[CH2:9]([NH:1][C@@:2]([CH3:8])([CH2:6][OH:7])[C:3]([OH:5])=[O:4])[C:10]1[CH:15]=[CH:14][CH:13]=[CH:12][CH:11]=1. Procedure details: (S)-2-amino-3-hydroxy-2-methylpropanoic acid (1.2 g, 10 mmol) was reacted with benzaldehyde (1.06 g, 10 mmol) according to the procedure as described in Example 46, Step A to give the title compound as a gray solid (1.05 g, 50%). The compound was characterized by the following spectroscopic data: The reactants are S(=O)(Cl)Cl (thionyl chloride), C(C=1C(N)=CC=CC1)(=O)O (anthranilic acid), CC(C)O (propan-2-ol), S(=O)(Cl)Cl (thionyl chloride). Product: NC1=C(C(=O)OC(C)C)C=CC=C1 (Isopropyl 2-amino-benzoate). As a reaction SMILES: [C:1]([OH:10])(=[O:9])[C:2]1[C:3](=[CH:5][CH:6]=[CH:7][CH:8]=1)[NH2:4].S(Cl)(Cl)=O.[CH3:15][CH:16](O)[CH3:17]>>[NH2:4][C:3]1[CH:5]=[CH:6][CH:7]=[CH:8][C:2]=1[C:1]([O:10][CH:16]([CH3:17])[CH3:15])=[O:9]. Procedure: 1.0 g (7.3 mmol) anthranilic acid are dissolved in 5 ml propan-2-ol, combined with 795 μl (10.9 mmol) thionyl chloride and refluxed for 3 days. Then thionyl chloride is eliminated in vacuo, the residue is taken up in 50 ml dist. water and extracted three times with 30 ml of ethyl acetate. The organic phase is washed with 20 ml of a saturated aqueous NaHCO3 solution, dried with MgSO4 and the solvent is eliminated in vacuo. Reactants: COC1CN(CCCN2C(=O)c3ccccc3C2=O)C1, CCO. The product is COC1CN(CCCN)C1. Reaction SMILES: [CH3:1][O:2][CH:3]1[CH2:4][N:5]([CH2:7][CH2:8][CH2:9][N:10]2[C:11](=[O:12])[c:13]3[c:14]([cH:15][cH:16][cH:17][cH:18]3)[C:19]2=[O:20])[CH2:6]1.[CH3:21][CH2:22][OH:23]>>[CH3:1][O:2][CH:3]1[CH2:4][N:5]([CH2:7][CH2:8][CH2:9][NH2:10])[CH2:6]1. Reactants: COCCBr, O=C([O-])[O-], CC#N, CCOC(C)=O, [K+], [K+], COCCOc1c(O)cc([N+](=O)[O-])cc1C(=O)OC. Product: COCCOc1cc([N+](=O)[O-])cc(C(=O)OC)c1OCCOC. RXN SMILES: [Br:29][CH2:30][CH2:31][O:32][CH3:33].[C:20](=[O:21])([O-:22])[O-:23].[CH3:26][C:27]#[N:28].[CH3:34][CH2:35][O:36][C:37](=[O:38])[CH3:39].[K+:24].[K+:25].[OH:1][c:2]1[c:3]([O:15][CH2:16][CH2:17][O:18][CH3:19])[c:4]([C:5](=[O:6])[O:7][CH3:8])[cH:9][c:10]([N+:12](=[O:13])[O-:14])[cH:11]1>>[O:1]([c:2]1[c:3]([O:15][CH2:16][CH2:17][O:18][CH3:19])[c:4]([C:5](=[O:6])[O:7][CH3:8])[cH:9][c:10]([N+:12](=[O:13])[O-:14])[cH:11]1)[CH2:30][CH2:31][O:32][CH3:33]. Starting materials: C(C1=CC=CC=C1)OC(C[C@H](C(=O)N[C@@H](C(C)(C)C)C(NC)=O)N1C=C(C=C1)C1=CC=CC=C1)=O (N-[2,2-dimethyl-1(S)-(methylcarbamoyl)propyl]-3(R)-(3-phenyl-1H-pyrrol-1-yl)succinamic acid benzyl ester). The solvent is CO (MeOH). Product: CC([C@@H](C(NC)=O)NC([C@@H](CC(=O)O)N1C=C(C=C1)C1=CC=CC=C1)=O)(C)C (N-[2,2-dimethyl-1(S)-(methylcarbamoyl)propyl]-3(R)-(3-phenyl-1H-pyrrol-1-yl)succinamic acid). Yield: 100.0%. Reaction SMILES: C([O:8][C:9](=[O:35])[CH2:10][C@@H:11]([N:24]1[CH:28]=[CH:27][C:26]([C:29]2[CH:34]=[CH:33][CH:32]=[CH:31][CH:30]=2)=[CH:25]1)[C:12]([NH:14][C@H:15]([C:20](=[O:23])[NH:21][CH3:22])[C:16]([CH3:19])([CH3:18])[CH3:17])=[O:13])C1C=CC=CC=1>CO>[CH3:17][C:16]([CH3:19])([CH3:18])[C@H:15]([NH:14][C:12](=[O:13])[C@H:11]([N:24]1[CH:28]=[CH:27][C:26]([C:29]2[CH:34]=[CH:33][CH:32]=[CH:31][CH:30]=2)=[CH:25]1)[CH2:10][C:9]([OH:35])=[O:8])[C:20](=[O:23])[NH:21][CH3:22]. Procedure details: According to the procedure described in Example 1(a), N-[2,2-dimethyl-1(S)-(methylcarbamoyl)propyl]-3(R)-(3-phenyl-1H-pyrrol-1-yl)succinamic acid benzyl ester (371 mg, 0.781 mmol) in MeOH (15 mL) was hydrogenolyzed to provide 301 mg (100%) of N-[2,2-dimethyl-1(S)-(methylcarbamoyl)propyl]-3(R)-(3-phenyl-1H-pyrrol-1-yl)succinamic acid as a yellow foam. Reactants: CCCC[N+](CCCC)(CCCC)CCCC, C#CC(C)(C)Cl, ClCCl, [Na+], [OH-], O, CN(C)S(=O)(=O)c1ccc(O)cc1, O=S(=O)([O-])O. Yields the product C#CC(C)(C)Oc1ccc(S(=O)(=O)N(C)C)cc1. Reaction SMILES: [CH2:27]([N+:28]([CH2:29][CH2:30][CH2:31][CH3:32])([CH2:33][CH2:34][CH2:35][CH3:36])[CH2:37][CH2:38][CH2:39][CH3:40])[CH2:41][CH2:42][CH3:43].[Cl:14][C:15]([C:16]#[CH:17])([CH3:18])[CH3:19].[Cl:44][CH2:45][Cl:46].[Na+:21].[OH-:20].[OH2:47].[OH:1][c:2]1[cH:3][cH:4][c:5]([S:8](=[O:9])(=[O:10])[N:11]([CH3:12])[CH3:13])[cH:6][cH:7]1.[S:22]([O-:23])([OH:24])(=[O:25])=[O:26]>>[O:1]([c:2]1[cH:3][cH:4][c:5]([S:8](=[O:9])(=[O:10])[N:11]([CH3:12])[CH3:13])[cH:6][cH:7]1)[C:15]([C:16]#[CH:17])([CH3:18])[CH3:19]. The reactants are NC1=C2C(=NC=N1)N(N=C2I)CC2(CCN(CC2)C(=O)OC(C)(C)C)O (tert-butyl 4-[(4-amino-3-iodo-1H-pyrazolo[3,4-d]pyrimidin-1-yl)methyl]-4-hydroxy-1-piperidinecarboxylate), COC1=C(C=CC(=C1)B1OC(C(O1)(C)C)(C)C)NC(OCC1=CC=CC=C1)=O (benzyl N-[2-methoxy-4-(4,4,5,5-tetramethyl-1,3,2-dioxaborolan-2-yl)phenyl]carbamate), C([O-])([O-])=O.[Na+].[Na+] (sodium carbonate). Reagents/catalysts: C=1C=CC(=CC1)[P](C=2C=CC=CC2)(C=3C=CC=CC3)[Pd]([P](C=4C=CC=CC4)(C=5C=CC=CC5)C=6C=CC=CC6)([P](C=7C=CC=CC7)(C=8C=CC=CC8)C=9C=CC=CC9)[P](C=1C=CC=CC1)(C=1C=CC=CC1)C=1C=CC=CC1 (tetrakis(triphenylphosphine)palladium). Run in COCCOC (ethylene glycol dimethyl ether), O (water). Reaction conditions: temperature 85 celsius. Yields the product NC1=C2C(=NC=N1)N(N=C2C2=CC(=C(C=C2)NC(=O)OCC2=CC=CC=C2)OC)CC2(CCN(CC2)C(=O)OC(C)(C)C)O (tert-butyl 4-{[4-amino-3-(4-{[(benzyloxy)carbonyl]amino}-3-methoxyphenyl)-1H-pyrazolo[3,4-d]pyrimidin-1-yl]methyl}-4-hydroxy-1-piperidinecarboxylate). Isolated yield 29.8%. RXN SMILES: [NH2:1][C:2]1[N:7]=[CH:6][N:5]=[C:4]2[N:8]([CH2:12][C:13]3([OH:26])[CH2:18][CH2:17][N:16]([C:19]([O:21][C:22]([CH3:25])([CH3:24])[CH3:23])=[O:20])[CH2:15][CH2:14]3)[N:9]=[C:10](I)[C:3]=12.[CH3:27][O:28][C:29]1[CH:34]=[C:33](B2OC(C)(C)C(C)(C)O2)[CH:32]=[CH:31][C:30]=1[NH:44][C:45](=[O:54])[O:46][CH2:47][C:48]1[CH:53]=[CH:52][CH:51]=[CH:50][CH:49]=1.C(=O)([O-])[O-].[Na+].[Na+]>COCCOC.O.C1C=CC([P]([Pd]([P](C2C=CC=CC=2)(C2C=CC=CC=2)C2C=CC=CC=2)([P](C2C=CC=CC=2)(C2C=CC=CC=2)C2C=CC=CC=2)[P](C2C=CC=CC=2)(C2C=CC=CC=2)C2C=CC=CC=2)(C2C=CC=CC=2)C2C=CC=CC=2)=CC=1>[NH2:1][C:2]1[N:7]=[CH:6][N:5]=[C:4]2[N:8]([CH2:12][C:13]3([OH:26])[CH2:18][CH2:17][N:16]([C:19]([O:21][C:22]([CH3:25])([CH3:24])[CH3:23])=[O:20])[CH2:15][CH2:14]3)[N:9]=[C:10]([C:33]3[CH:32]=[CH:31][C:30]([NH:44][C:45]([O:46][CH2:47][C:48]4[CH:53]=[CH:52][CH:51]=[CH:50][CH:49]=4)=[O:54])=[C:29]([O:28][CH3:27])[CH:34]=3)[C:3]=12 |f:2.3.4,^1:71,73,92,111|. Reported procedure: A mixture of tert-butyl 4-[(4-amino-3-iodo-1H-pyrazolo[3,4-d]pyrimidin-1-yl)methyl]-4-hydroxy-1-piperidinecarboxylate (0.27 g, 0.00057 mol), benzyl N-[2-methoxy-4-(4,4,5,5-tetramethyl-1,3,2-dioxaborolan-2-yl)phenyl]carbamate (0.26 g, 0.00068 mol), tetrakis(triphenylphosphine)palladium (0.039 g, 0.000034 mol) and sodium carbonate (0.15 g, 0.0014 mol) in ethylene glycol dimethyl ether (7 mL) and water (3 mL) was heated at 85° C. for 16 hours under an atmosphere of nitrogen. The mixture was allowed...